From a dataset of the Open Reaction Database (ORD), a public repository of structured organic reaction records. describe an organic reaction: reactants, conditions, products, and yield The reactants are C(=O)([O-])[O-].[K+].[K+] (K2CO3), CC1=NC=CC(=C1)B1OC(C(O1)(C)C)(C)C (2-methyl-4-(4,4,5,5-tetramethyl-1,3,2-dioxaborolan-2-yl)pyridine), ClC1=NC=C(C=O)C=C1C (6-chloro-5-methylnicotinaldehyde), C(Cl)Cl (CH2Cl2), C(C)(=O)OC(C)C (iso-propyl acetate). The reagents and catalysts are C1=CC=C(C=C1)P([C-]2C=CC=C2)C3=CC=CC=C3.C1=CC=C(C=C1)P([C-]2C=CC=C2)C3=CC=CC=C3.Cl[Pd]Cl.[Fe+2] (Pd(dppf)Cl2). Solvent: O (water). Run at temperature 75 celsius, time 4 hour. Yields the product CC1=NC=CC(=C1)C1=NC=C(C=C1C)C=O (2′,3-dimethyl-[2,4′-bipyridine]-5-carbaldehyde). As a reaction SMILES: [CH3:1][C:2]1[CH:7]=[C:6](B2OC(C)(C)C(C)(C)O2)[CH:5]=[CH:4][N:3]=1.Cl[C:18]1[C:25]([CH3:26])=[CH:24][C:21]([CH:22]=[O:23])=[CH:20][N:19]=1.C(Cl)Cl.C([O-])([O-])=O.[K+].[K+].C(OC(C)C)(=O)C>C1C=CC(P(C2C=CC=CC=2)[C-]2C=CC=C2)=CC=1.C1C=CC(P(C2C=CC=CC=2)[C-]2C=CC=C2)=CC=1.Cl[Pd]Cl.[Fe+2].O>[CH3:1][C:2]1[CH:7]=[C:6]([C:18]2[C:25]([CH3:26])=[CH:24][C:21]([CH:22]=[O:23])=[CH:20][N:19]=2)[CH:5]=[CH:4][N:3]=1 |f:3.4.5,7.8.9.10|. Procedure: To a 5-L four-necked flask equipped with an overhead stirrer, a thermocouple and a condenser was charged with 2-methyl-4-(4,4,5,5-tetramethyl-1,3,2-dioxaborolan-2-yl)pyridine (34b, 1120 mmol), 6-chloro-5-methylnicotinaldehyde (34c, 174.3 g, 1120 mmol), Pd(dppf)Cl2.CH2Cl2 (4.57 g, 5.6 mmol), K2CO3 (309.6 g, 2240 mmol), and iso-propyl acetate (1120 mL)/water (1120 mL). The mixture was stirred at 75° C. for 4 h, and cooled to 30° C. The organic layer was separated, washed with 10% NaCl (1120 g), an...